From a dataset of the Open Reaction Database (ORD), a public repository of structured organic reaction records. describe an organic reaction: reactants, conditions, products, and yield The reactants are ClC=1C=C(C(=CC1OC1=C(C=C(C=C1)C(F)(F)F)Cl)N)N (4-chloro-5-[2-chloro-4-(trifluoromethyl)phenoxy]benzene-1,2-diamine), FC(C(C(C(=O)O)(F)F)(F)F)(F)F (heptafluorobutanoic acid). Reaction conditions: temperature 80 celsius, time 8 hour. Yields the product ClC1=CC2=C(NC(=N2)C(C(F)(F)F)(F)F)C=C1OC1=C(C=C(C=C1)C(F)(F)F)Cl (5-chloro-6-[2-chloro-4-(trifluoromethyl)phenoxy]-2-(pentafluoroethyl)-1H-1,3-benzodiazole). Yield: 54.0%. As a reaction SMILES: [Cl:1][C:2]1[CH:3]=[C:4]([NH2:21])[C:5]([NH2:20])=[CH:6][C:7]=1[O:8][C:9]1[CH:14]=[CH:13][C:12]([C:15]([F:18])([F:17])[F:16])=[CH:11][C:10]=1[Cl:19].[F:22][C:23]([F:34])([F:33])[C:24]([F:32])([F:31])[C:25](F)(F)C(O)=O>>[Cl:1][C:2]1[C:7]([O:8][C:9]2[CH:14]=[CH:13][C:12]([C:15]([F:18])([F:16])[F:17])=[CH:11][C:10]=2[Cl:19])=[CH:6][C:5]2[NH:20][C:25]([C:24]([F:32])([F:31])[C:23]([F:34])([F:33])[F:22])=[N:21][C:4]=2[CH:3]=1. Reported procedure: To a solution of 4-chloro-5-[2-chloro-4-(trifluoromethyl)phenoxy]benzene-1,2-diamine (50 mg, 0.15 mmol) was added heptafluorobutanoic acid (3 ml). The resulting solution was stirred overnight at 80° C. and quenched with the addition of water (100 ml). The pH value of the solution was adjusted to 8 with potassium carbonate, extracted with ethyl acetate (3×50 ml), organic layers combined, dried over anhydrous sodium sulfate and concentrated under vacuum to give a residue which was purified by Prep... Reactants: FC(C=1C=C(C=CC1)S(=O)(=O)N1CCCC2=CC=C(C=C12)C(=O)NC1=CC=C(C(=O)O)C=C1)(F)F (4-{[1-(3-Trifluoromethyl-benzenesulfonyl)-1,2,3,4-tetrahydro-quinoline-7-carbonyl]-amino}-benzoic acid), FC(C=1C=C(C=CC1)S(=O)(=O)Cl)(F)F (3-trifluromethyl-benzenesulfonyl chloride). Yields the product C(C)OC(C1=CC=C(C=C1)NC(=O)C1=CC=C2CCCN(C2=C1)S(=O)(=O)C1=CC(=CC=C1)C(F)(F)F)=O (4-{[1-(3-trifluoromethyl-benzenesulfonyl)-1,2,3,4-tetrahydro-quinoline-7-carbonyl]-amino}-benzoic acid ethyl ester). Reaction SMILES: [F:1][C:2]([F:35])([F:34])[C:3]1[CH:4]=[C:5]([S:9]([N:12]2[C:21]3[C:16](=[CH:17][CH:18]=[C:19]([C:22]([NH:24][C:25]4[CH:33]=[CH:32][C:28]([C:29]([OH:31])=[O:30])=[CH:27][CH:26]=4)=[O:23])[CH:20]=3)[CH2:15][CH2:14][CH2:13]2)(=[O:11])=[O:10])[CH:6]=[CH:7][CH:8]=1.F[C:37](F)(F)[C:38]1C=C(S(Cl)(=O)=O)C=CC=1>>[CH2:37]([O:30][C:29](=[O:31])[C:28]1[CH:27]=[CH:26][C:25]([NH:24][C:22]([C:19]2[CH:20]=[C:21]3[C:16]([CH2:15][CH2:14][CH2:13][N:12]3[S:9]([C:5]3[CH:6]=[CH:7][CH:8]=[C:3]([C:2]([F:1])([F:34])[F:35])[CH:4]=3)(=[O:10])=[O:11])=[CH:17][CH:18]=2)=[O:23])=[CH:33][CH:32]=1)[CH3:38]. Procedure details: 4 4-{[1-(3-Trifluoromethyl-benzenesulfonyl)-1,2,3,4-tetrahydro-quinoline-7-carbonyl]-amino}-benzoic acid, MS (ISP): m/e=503.0 (M−H), was prepared in analogy to example 57, steps 1 to 6. Step 5 was performed using 3-trifluromethyl-benzenesulfonyl chloride, yielding 4-{[1-(3-trifluoromethyl-benzenesulfonyl)-1,2,3,4-tetrahydro-quinoline-7-carbonyl]-amino}-benzoic acid ethyl ester, which was hydrolyzed in step 6. Yields the product O=C1NC(=O)c2c1c(-c1ccccc1Cl)cc1oc3ccc(O)cc3c21. Reaction SMILES: [B:28]([Br:29])([Br:30])[Br:31].[Cl:1][c:2]1[c:3](-[c:8]2[cH:9][c:10]3[c:11]([c:12]4[c:16]2[C:15](=[O:17])[NH:14][C:13]4=[O:18])[c:19]2[c:20]([o:21]3)[cH:22][cH:23][c:24]([O:26][CH3:27])[cH:25]2)[cH:4][cH:5][cH:6][cH:7]1>>[Cl:1][c:2]1[c:3](-[c:8]2[cH:9][c:10]3[c:11]([c:12]4[c:16]2[C:15](=[O:17])[NH:14][C:13]4=[O:18])[c:19]2[c:20]([o:21]3)[cH:22][cH:23][c:24]([OH:26])[cH:25]2)[cH:4][cH:5][cH:6][cH:7]1. Reactants: BrB(Br)Br, COc1ccc2oc3cc(-c4ccccc4Cl)c4c(c3c2c1)C(=O)NC4=O.